Dataset: the Open Reaction Database (ORD), a public repository of structured organic reaction records. Task: describe an organic reaction: reactants, conditions, products, and yield The reactants are dimethyl acetal, C(C)N(C(=O)NC=1SC(=NN1)C1CCC1)CCC=O (3-[1-ethyl-3-(5-cyclobutyl-1,3,4-thiadiazol-2-yl)ureido]propionaldehyde), Cl (hydrochloric acid). The solvent is O (water). Product: C1(CCC1)C1=NN=C(S1)N1C(N(CCC1O)CC)=O (tetrahydro-1-(5-cyclobutyl-1,3,4-thiadiazol-2-yl)-3-ethyl-6-hydroxy-2(1H)-pyrimidinone). RXN SMILES: [CH2:1]([N:3]([CH2:16][CH2:17][CH:18]=[O:19])[C:4]([NH:6][C:7]1[S:8][C:9]([CH:12]2[CH2:15][CH2:14][CH2:13]2)=[N:10][N:11]=1)=[O:5])[CH3:2].Cl>O>[CH:12]1([C:9]2[S:8][C:7]([N:6]3[CH:18]([OH:19])[CH2:17][CH2:16][N:3]([CH2:1][CH3:2])[C:4]3=[O:5])=[N:11][N:10]=2)[CH2:15][CH2:14][CH2:13]1. Reported procedure: The dimethyl acetal of 3-[1-ethyl-3-(5-cyclobutyl-1,3,4-thiadiazol-2-yl)ureido]propionaldehyde (15 grams), water (400 ml) and hydrochloric acid (4 ml) are charged into a glass reaction vessel equipped with a mechanical stirrer, thermometer and reflux condenser. The reaction mixture is heated at reflux for a period of about 15 minutes. The reaction mixture is then filtered while hot and the filtrate is cooled to form a precipitate. The precipitate is recovered by filtration, is dried and is recry... The reactants are O=C1CCC(=O)N1Br, Cn1nc(Oc2ccc([N+](=O)[O-])c([N+](=O)[O-])c2)cc1C(F)(F)F, CC(=O)O, CC(=O)OC(C)=O. Yields the product Cn1nc(Oc2ccc([N+](=O)[O-])c([N+](=O)[O-])c2)c(Br)c1C(F)(F)F. As a reaction SMILES: [Br:24][N:25]1[C:26](=[O:27])[CH2:28][CH2:29][C:30]1=[O:31].[CH3:1][n:2]1[n:3][c:4]([O:11][c:12]2[cH:13][c:14]([N+:21](=[O:22])[O-:23])[c:15]([N+:18](=[O:19])[O-:20])[cH:16][cH:17]2)[cH:5][c:6]1[C:7]([F:8])([F:9])[F:10].[CH3:32][C:33](=[O:34])[OH:35].[CH3:36][C:37]([O:38][C:39](=[O:40])[CH3:41])=[O:42]>>[CH3:1][n:2]1[n:3][c:4]([O:11][c:12]2[cH:13][c:14]([N+:21](=[O:22])[O-:23])[c:15]([N+:18](=[O:19])[O-:20])[cH:16][cH:17]2)[c:5]([Br:24])[c:6]1[C:7]([F:8])([F:9])[F:10].